From a dataset of the Open Reaction Database (ORD), a public repository of structured organic reaction records. describe an organic reaction: reactants, conditions, products, and yield Starting materials: OCC(C(=O)O)(C)CO (2,2-Bis(hydroxymethyl)propionic acid), N(=C=O)CCOC(C(=C)C)=O (Isocyanatoethylmethacrylate). Yields the product C(C(=C)C)(=O)OCCNC(=O)CC(C(=O)O)(C)CC(NCCOC(C(=C)C)=O)=O (2,2-di(N-methacryloxyethyl carbamoylmethyl) propionic acid). As a reaction SMILES: O[CH2:2][C:3]([CH2:8]O)([CH3:7])[C:4]([OH:6])=[O:5].[N:10]([CH2:13][CH2:14][O:15][C:16](=[O:20])[C:17]([CH3:19])=[CH2:18])=[C:11]=[O:12]>>[C:16]([O:15][CH2:14][CH2:13][NH:10][C:11]([CH2:8][C:3]([CH2:2][C:11](=[O:12])[NH:10][CH2:13][CH2:14][O:15][C:16](=[O:20])[C:17]([CH3:19])=[CH2:18])([CH3:7])[C:4]([OH:6])=[O:5])=[O:12])(=[O:20])[C:17]([CH3:19])=[CH2:18]. Reported procedure: 2,2-di(N-methacryloxyethyl carbamoylmethyl) propionic acid (PDMA) is synthesized by reacting 2,2-Bis(hydroxymethyl)propionic acid (BHMPA) and two equivalents of Isocyanatoethylmethacrylate (IEM) as follows: Procedure details: To a round bottom flask is added cyclohexyl-hydrazine hydrochloride (4.5 g, 30 mmol), 2-cyano-3-ethoxy-acrylic acid ethyl ester (5.1 g, 30 mmol), sodium bicarbonate (2.6 g, 30.9 mmol) and 40 mL of ethanol. The mixture is heated to 80° C. for 1 hour, cooled down to room temperature and concentrated. The residue is dissolved in chloroform and washed with water, dried over sodium sulfate. After removal of the solvent, the solid is recrystallized from ethyl acetate: 1HNMR (CDCl3): δ 7.40 (1 H, s), 4... Reaction SMILES: Cl.[CH:2]1([NH:8][NH2:9])[CH2:7][CH2:6][CH2:5][CH2:4][CH2:3]1.[CH2:10]([O:12][C:13](=[O:21])[C:14]([C:19]#[N:20])=[CH:15]OCC)[CH3:11].C(=O)(O)[O-].[Na+]>C(O)C>[CH2:10]([O:12][C:13]([C:14]1[CH:15]=[N:9][N:8]([CH:2]2[CH2:7][CH2:6][CH2:5][CH2:4][CH2:3]2)[C:19]=1[NH2:20])=[O:21])[CH3:11] |f:0.1,3.4|. Conditions: temperature 80 celsius. Product: C(C)OC(=O)C=1C=NN(C1N)C1CCCCC1 (5-Amino-1-cyclohexyl-1H-pyrazole-4-carboxylic acid ethyl ester). Run in C(C)O (ethanol). Starting materials: Cl.C1(CCCCC1)NN (cyclohexyl-hydrazine hydrochloride), C(C)OC(C(=COCC)C#N)=O (2-cyano-3-ethoxy-acrylic acid ethyl ester), C([O-])(O)=O.[Na+] (sodium bicarbonate).